Dataset: the Open Reaction Database (ORD), a public repository of structured organic reaction records. Task: describe an organic reaction: reactants, conditions, products, and yield The reactants are O=C1ON=C2N1C(CCCC2)C(=O)OC (methyl 6,7,8,9-tetrahydro-3-oxo-3H,5H-[1,2,4]oxadiazolo[4,3-a]azepine-5-carboxylate), [BH4-].[Li+] (lithium borohydride). Solvent: C1CCOC1 (THF). Run at temperature 25 celsius, time 16 hour. Yields the product OCC1CCCCC=2N1C(ON2)=O (6,7,8,9-tetrahydro-5-(hydroxymethyl)-3H,5H-[1,2,4]oxadiazolo[4,3-a]azepin-3-one). Reaction SMILES: [O:1]=[C:2]1[N:6]2[CH:7]([C:12](OC)=[O:13])[CH2:8][CH2:9][CH2:10][CH2:11][C:5]2=[N:4][O:3]1.[BH4-].[Li+]>C1COCC1>[OH:13][CH2:12][CH:7]1[N:6]2[C:2](=[O:1])[O:3][N:4]=[C:5]2[CH2:11][CH2:10][CH2:9][CH2:8]1 |f:1.2|. Procedure: Ex-5) To a solution of the product of Example 4 in anhydrous THF was added lithium borohydride (21.5 mL, 43 mmol). This solution was stirred for 16 hours at 25° C. The lithium borohydride was quenched with methanol and the solvent was removed under reduced pressure. The residue was dissolved in ethyl acetate, washed twice with potassium hydrogen sulfate and twice with brine. The organic phase was dried over magnesium sulfate and all solvent was removed under reduced pressure to yield the title c... Starting materials: C(C)C=1C(=NC=NC1N1CCC(CC1)C1=NC=2NCCCC2C=C1)NCC(C(=O)OC(C)(C)C)NC(=O)NC1=C(C=CC=C1)[N+](=O)[O-] (tert-butyl 3-[5-ethyl-6-[4-(5,6,7,8-tetrahydro-(1,8)naphthyridin-2-yl)-piperidin-1-yl]-pyrimidin-4-ylamino]-2-[3-(2-nitrophenyl)-ureido]-propionate), FC(C(=O)O)(F)F (trifluoroacetic acid), C1(=CC=CC=C1)C (Toluene), ClCCl.CO.O.C(C)(=O)O (dichloromethane methanol water acetic acid). Solvent: ClCCl (dichloromethane). Yields the product FC(C(=O)O)(F)F.FC(C(=O)O)(F)F.C(C)C=1C(=NC=NC1N1CCC(CC1)C1=NC=2NCCCC2C=C1)NCC(C(=O)O)NC(=O)NC1=C(C=CC=C1)[N+](=O)[O-] (3-[5-ethyl-6-[4-(5,6,7,8-tetrahydro-(1,8)naphthyridin-2-yl)-piperidin-1-yl]-pyrimidin-4-ylamino]-2-[3-(2-nitrophenyl)-ureido]-propionic acid bis(trifluoroacetate)). Reaction SMILES: [CH2:1]([C:3]1[C:4]([NH:25][CH2:26][CH:27]([NH:35][C:36]([NH:38][C:39]2[CH:44]=[CH:43][CH:42]=[CH:41][C:40]=2[N+:45]([O-:47])=[O:46])=[O:37])[C:28]([O:30]C(C)(C)C)=[O:29])=[N:5][CH:6]=[N:7][C:8]=1[N:9]1[CH2:14][CH2:13][CH:12]([C:15]2[CH:24]=[CH:23][C:22]3[CH2:21][CH2:20][CH2:19][NH:18][C:17]=3[N:16]=2)[CH2:11][CH2:10]1)[CH3:2].[F:48][C:49]([F:54])([F:53])[C:50]([OH:52])=[O:51].ClCCl.CO.O.C(O)(=O)C.C1(C)C=CC=CC=1>ClCCl>[F:48][C:49]([F:54])([F:53])[C:50]([OH:52])=[O:51].[F:48][C:49]([F:54])([F:53])[C:50]([OH:52])=[O:51].[CH2:1]([C:3]1[C:4]([NH:25][CH2:26][CH:27]([NH:35][C:36]([NH:38][C:39]2[CH:44]=[CH:43][CH:42]=[CH:41][C:40]=2[N+:45]([O-:47])=[O:46])=[O:37])[C:28]([OH:30])=[O:29])=[N:5][CH:6]=[N:7][C:8]=1[N:9]1[CH2:10][CH2:11][CH:12]([C:15]2[CH:24]=[CH:23][C:22]3[CH2:21][CH2:20][CH2:19][NH:18][C:17]=3[N:16]=2)[CH2:13][CH2:14]1)[CH3:2] |f:2.3.4.5,8.9.10|. Reported procedure: 30 mg (0.046 mmole) of tert-butyl 3-[5-ethyl-6-[4-(5,6,7,8-tetrahydro-(1,8)naphthyridin-2-yl)-piperidin-1-yl]-pyrimidin-4-ylamino]-2-[3-(2-nitrophenyl)-ureido]-propionate in 3 ml of dichloromethane with 0.5 ml of trifluoroacetic acid is stirred at ambient temperature until the starting product disappears according to TLC (silica gel, eluent: CH2Cl2-MeOH—H2O—AcOH 90-10-1-1). Toluene is added and the reaction mixture is evaporated to dryness under reduced pressure (2 kPa). The residue is solubiliz... Reactants: COc1cc2nccc(Sc3ncc([N+](=O)[O-])s3)c2cc1OC, CCO, [Cl-], [Fe], [NH4+]. Yields the product COc1cc2nccc(Sc3ncc(N)s3)c2cc1OC. As a reaction SMILES: [CH3:1][O:2][c:3]1[cH:4][c:5]2[c:6]([S:15][c:16]3[s:17][c:18]([N+:21]([O-:22])=[O:23])[cH:19][n:20]3)[cH:7][cH:8][n:9][c:10]2[cH:11][c:12]1[O:13][CH3:14].[CH3:27][CH2:28][OH:29].[Cl-:24].[Fe:26].[NH4+:25]>>[CH3:1][O:2][c:3]1[cH:4][c:5]2[c:6]([S:15][c:16]3[s:17][c:18]([NH2:21])[cH:19][n:20]3)[cH:7][cH:8][n:9][c:10]2[cH:11][c:12]1[O:13][CH3:14]. Starting materials: CCCCCCC1C(=O)CCC1C(=O)O, ClCCCl, CO, O=S(=O)(O)O. The product is CCCCCCC1C(=O)CCC1C(=O)OC. RXN SMILES: [CH2:1]([CH2:2][CH2:3][CH2:4][CH2:5][CH3:6])[CH:7]1[CH:8]([C:13](=[O:14])[OH:15])[CH2:9][CH2:10][C:11]1=[O:12].[CH2:23]([Cl:24])[CH2:25][Cl:26].[CH3:16][OH:17].[S:18](=[O:19])(=[O:20])([OH:21])[OH:22]>>[CH2:1]([CH2:2][CH2:3][CH2:4][CH2:5][CH3:6])[CH:7]1[CH:8]([C:13](=[O:14])[O:15][CH3:16])[CH2:9][CH2:10][C:11]1=[O:12]. The product is NCc1cccc2ncccc12. Reactants: CCO, N, N#Cc1cccc2ncccc12. As a reaction SMILES: [CH3:14][CH2:15][OH:16].[NH3:13].[n:1]1[cH:2][cH:3][cH:4][c:5]2[c:6]([C:11]#[N:12])[cH:7][cH:8][cH:9][c:10]12>>[n:1]1[cH:2][cH:3][cH:4][c:5]2[c:6]([CH2:11][NH2:12])[cH:7][cH:8][cH:9][c:10]12.